This data is from the Open Reaction Database (ORD), a public repository of structured organic reaction records. The task is: describe an organic reaction: reactants, conditions, products, and yield Starting materials: O=C([O-])O, CC(=O)[O-], CC#N, COc1ccc(C=CC(=O)O)cc1, O=C1CCC(=O)N1I, [Li+], [Na+], O. Product: COc1ccc(C=CI)cc1. Reaction SMILES: [C:27](=[O:28])([OH:29])[O-:30].[CH3:2][C:3](=[O:4])[O-:5].[CH3:33][C:34]#[N:35].[CH3:6][O:7][c:8]1[cH:9][cH:10][c:11]([CH:12]=[CH:13][C:14](=[O:15])[OH:16])[cH:17][cH:18]1.[I:19][N:20]1[C:21](=[O:22])[CH2:23][CH2:24][C:25]1=[O:26].[Li+:1].[Na+:31].[OH2:32]>>[CH3:6][O:7][c:8]1[cH:9][cH:10][c:11]([CH:12]=[CH:13][I:19])[cH:17][cH:18]1. Reactants: Cc1ccc2c(Cl)ncnc2c1, Clc1ccc2c(c1)NCC2. The product is Cc1ccc2c(N3CCc4ccc(Cl)cc43)ncnc2c1. RXN SMILES: [Cl:11][c:12]1[n:13][cH:14][n:15][c:16]2[cH:17][c:18]([CH3:22])[cH:19][cH:20][c:21]12.[Cl:1][c:2]1[cH:3][cH:4][c:5]2[c:9]([cH:10]1)[NH:8][CH2:7][CH2:6]2>>[Cl:1][c:2]1[cH:3][cH:4][c:5]2[c:9]([cH:10]1)[N:8]([c:12]1[n:13][cH:14][n:15][c:16]3[cH:17][c:18]([CH3:22])[cH:19][cH:20][c:21]13)[CH2:7][CH2:6]2. Starting materials: CC(=O)N1CCNCC1, Nc1cc(Cl)ccc1[N+](=O)[O-], [K+], [K+], O=C([O-])[O-], CN(C)C=O, O. The product is CC(=O)N1CCN(c2ccc([N+](=O)[O-])c(N)c2)CC1. RXN SMILES: [C:12]([CH3:13])(=[O:14])[N:15]1[CH2:16][CH2:17][NH:18][CH2:19][CH2:20]1.[Cl:1][c:2]1[cH:3][cH:4][c:5]([N+:9](=[O:10])[O-:11])[c:6]([NH2:8])[cH:7]1.[K+:21].[K+:22].[O-:23][C:24]([O-:25])=[O:26].[O:28]=[CH:29][N:30]([CH3:31])[CH3:32].[OH2:27]>>[c:2]1([N:18]2[CH2:17][CH2:16][N:15]([C:12]([CH3:13])=[O:14])[CH2:20][CH2:19]2)[cH:3][cH:4][c:5]([N+:9](=[O:10])[O-:11])[c:6]([NH2:8])[cH:7]1. Reactants: O=C([O-])[O-], CC1CCCN1, CS(C)=O, Cc1cc2c(F)ccc(C#N)c2o1, [K+], [K+], O. The product is Cc1cc2c(N3CCCC3C)ccc(C#N)c2o1. RXN SMILES: [C:20](=[O:21])([O-:22])[O-:23].[CH3:14][CH:15]1[NH:16][CH2:17][CH2:18][CH2:19]1.[CH3:26][S:27]([CH3:28])=[O:29].[F:1][c:2]1[cH:3][cH:4][c:5]([C:12]#[N:13])[c:6]2[c:7]1[cH:8][c:9]([CH3:11])[o:10]2.[K+:24].[K+:25].[OH2:30]>>[c:2]1([N:16]2[CH:15]([CH3:14])[CH2:19][CH2:18][CH2:17]2)[cH:3][cH:4][c:5]([C:12]#[N:13])[c:6]2[c:7]1[cH:8][c:9]([CH3:11])[o:10]2. Starting materials: B, CCS(=O)(=O)c1sc(S(N)(=O)=O)cc1C(C)NC(C)=O, CSC, Cl, C1CCOC1. Yields the product CCNC(C)c1cc(S(N)(=O)=O)sc1S(=O)(=O)CC. Reaction SMILES: [BH3:21].[C:1]([CH3:2])(=[O:3])[NH:4][CH:5]([CH3:6])[c:7]1[cH:8][c:9]([S:17](=[O:18])(=[O:19])[NH2:20])[s:10][c:11]1[S:12](=[O:13])(=[O:14])[CH2:15][CH3:16].[CH3:22][S:23][CH3:24].[ClH:25].[O:26]1[CH2:27][CH2:28][CH2:29][CH2:30]1>>[CH2:1]([CH3:2])[NH:4][CH:5]([CH3:6])[c:7]1[cH:8][c:9]([S:17](=[O:18])(=[O:19])[NH2:20])[s:10][c:11]1[S:12](=[O:13])(=[O:14])[CH2:15][CH3:16].